From a dataset of the Open Reaction Database (ORD), a public repository of structured organic reaction records. describe an organic reaction: reactants, conditions, products, and yield The reactants are C1=CC=CC=2C3=CC=CC=C3C(C12)COC(=O)N[C@H](CC(=O)OC(C)(C)C)C(=O)NC (tert-butyl (R)-3-((((9H-fluoren-9-yl)methoxy)carbonyl)amino)-4-(methylamino)-4-oxobutanoate), N1CCCCC1 (piperidine). Product: N[C@H](CC(=O)OC(C)(C)C)C(=O)NC (tert-butyl (R)-3-amino-4-(methylamino)-4-oxobutanoate). Solvent: C(Cl)Cl (DCM). Run at time 1 hour. As a reaction SMILES: C1C2C(COC([NH:18][C@@H:19]([C:28]([NH:30][CH3:31])=[O:29])[CH2:20][C:21]([O:23][C:24]([CH3:27])([CH3:26])[CH3:25])=[O:22])=O)C3C(=CC=CC=3)C=2C=CC=1.N1CCCCC1>C(Cl)Cl>[NH2:18][C@@H:19]([C:28]([NH:30][CH3:31])=[O:29])[CH2:20][C:21]([O:23][C:24]([CH3:26])([CH3:27])[CH3:25])=[O:22]. The yield is 233.2%. Reported procedure: To a stirring solution of tert-butyl (R)-3-((((9H-fluoren-9-yl)methoxy)carbonyl)amino)-4-(methylamino)-4-oxobutanoate (226 mg, 0.53 mmol), in DCM (1.05 mL) was added piperidine (263 μL, 2.7 mmol). The reaction mixture was stirred for 1 h at room temperature. The solvent was evaporated to afford 250 mg (100%) of tert-butyl (R)-3-amino-4-(methylamino)-4-oxobutanoate as a mixture with 1-((9H-fluoren-9-yl)methyl)piperidine. The mixture was used without purification in the next reaction. LCMS-ESI (m/...